From a dataset of the Open Reaction Database (ORD), a public repository of structured organic reaction records. describe an organic reaction: reactants, conditions, products, and yield The reactants are CC(C)(C)OC(=O)N1CCN(c2nccnc2O)CC1, C1CCOC1, OCc1ccnc(F)c1, c1ccc(P(c2ccccc2)c2ccccc2)cc1. The product is CC(C)(C)OC(=O)N1CCN(c2nccnc2OCc2ccnc(F)c2)CC1. Reaction SMILES: [C:1]([CH3:2])([CH3:3])([CH3:4])[O:5][C:6](=[O:7])[N:8]1[CH2:9][CH2:10][N:11]([c:14]2[n:15][cH:16][cH:17][n:18][c:19]2[OH:20])[CH2:12][CH2:13]1.[CH2:49]1[O:50][CH2:51][CH2:52][CH2:53]1.[F:21][c:22]1[n:23][cH:24][cH:25][c:26]([CH2:28][OH:29])[cH:27]1.[c:30]1([P:31]([c:32]2[cH:33][cH:34][cH:35][cH:36][cH:37]2)[c:38]2[cH:39][cH:40][cH:41][cH:42][cH:43]2)[cH:44][cH:45][cH:46][cH:47][cH:48]1>>[C:1]([CH3:2])([CH3:3])([CH3:4])[O:5][C:6](=[O:7])[N:8]1[CH2:9][CH2:10][N:11]([c:14]2[n:15][cH:16][cH:17][n:18][c:19]2[O:20][CH2:28][c:26]2[cH:25][cH:24][n:23][c:22]([F:21])[cH:27]2)[CH2:12][CH2:13]1. Reactants: C(C)(C)(C)NCC(=O)C1=CC(=C(C=C1)OC(CCCCCC(C)(C)C)=O)O (3-hydroxy-4-(7,7-dimethyloctanoyloxy)-phenyl tert-butylaminomethyl ketone), C[O-].[Na+] (sodium methoxide), C1(=CC=CC=C1)[O-].[Na+] (sodium phenolate salt), C(C)(C)OC1=CC=C(C=C1)CC(=O)Cl (p-isopropoxyphenylacetyl chloride). The product is C(C)(C)(C)NCC(=O)C1=CC(=C(C=C1)OC(CCCCCC(C)(C)C)=O)OC(CC1=CC=C(C=C1)OC(C)C)=O (3-(p-isopropoxyphenylacetoxy)-4-(7,7-dimethyloctanoyloxy)phenyl tert-butylaminomethyl ketone). Reaction SMILES: [C:1]([NH:5][CH2:6][C:7]([C:9]1[CH:14]=[CH:13][C:12]([O:15][C:16](=[O:26])[CH2:17][CH2:18][CH2:19][CH2:20][CH2:21][C:22]([CH3:25])([CH3:24])[CH3:23])=[C:11]([OH:27])[CH:10]=1)=[O:8])([CH3:4])([CH3:3])[CH3:2].C[O-].[Na+].C1([O-])C=CC=CC=1.[Na+].[CH:39]([O:42][C:43]1[CH:48]=[CH:47][C:46]([CH2:49][C:50](Cl)=[O:51])=[CH:45][CH:44]=1)([CH3:41])[CH3:40]>>[C:1]([NH:5][CH2:6][C:7]([C:9]1[CH:14]=[CH:13][C:12]([O:15][C:16](=[O:26])[CH2:17][CH2:18][CH2:19][CH2:20][CH2:21][C:22]([CH3:25])([CH3:24])[CH3:23])=[C:11]([O:27][C:50](=[O:51])[CH2:49][C:46]2[CH:47]=[CH:48][C:43]([O:42][CH:39]([CH3:40])[CH3:41])=[CH:44][CH:45]=2)[CH:10]=1)=[O:8])([CH3:4])([CH3:2])[CH3:3] |f:1.2,3.4|. Procedure: Following a procedure similar to that described in Example 30A above, when 3-hydroxy-4-(7,7-dimethyloctanoyloxy)-phenyl tert-butylaminomethyl ketone is interacted with one equivalent of sodium methoxide and the resulting sodium phenolate salt is reacted with p-isopropoxyphenylacetyl chloride there is obtained 3-(p-isopropoxyphenylacetoxy)-4-(7,7-dimethyloctanoyloxy)phenyl tert-butylaminomethyl ketone which reacts with methanesulfonic acid to yield the methanesulfonate salt. When this methanesulf... Starting materials: C(C)(C)C1=C(C(=CC=C1)C(C)C)N=C=O (2,6-diisopropylphenylisocyanate), ( b ), CC(CCCCCCCCCCCCC)S(=O)(=O)N (2-pentadecylsulfonamide), [H-].[Na+] (NaH). Solvent: CN(C)C=O (DMF), CN(C)C=O (DMF), CN(C)C=O (DMF). Reaction conditions: temperature 0 celsius, time 30 minute. Yields the product CC(C)C1=C(C(=CC=C1)C(C)C)NC(=O)NS(=O)(=O)C(C)CCCCCCCCCCCCC (N-[2,6-Bis(1-methylethyl)phenyl]-N'-(2-pentadecylsulfonyl)urea). The yield is 60.6%. As a reaction SMILES: [CH3:1][CH:2]([S:16]([NH2:19])(=[O:18])=[O:17])[CH2:3][CH2:4][CH2:5][CH2:6][CH2:7][CH2:8][CH2:9][CH2:10][CH2:11][CH2:12][CH2:13][CH2:14][CH3:15].[H-].[Na+].[CH:22]([C:25]1[CH:30]=[CH:29][CH:28]=[C:27]([CH:31]([CH3:33])[CH3:32])[C:26]=1[N:34]=[C:35]=[O:36])([CH3:24])[CH3:23]>CN(C=O)C>[CH3:24][CH:22]([C:25]1[CH:30]=[CH:29][CH:28]=[C:27]([CH:31]([CH3:32])[CH3:33])[C:26]=1[NH:34][C:35]([NH:19][S:16]([CH:2]([CH2:3][CH2:4][CH2:5][CH2:6][CH2:7][CH2:8][CH2:9][CH2:10][CH2:11][CH2:12][CH2:13][CH2:14][CH3:15])[CH3:1])(=[O:18])=[O:17])=[O:36])[CH3:23] |f:1.2|. Reported procedure: n-BuLi (1.6M, 32 mL) was added dropwise to a 0° C. solution of N-t-butylethanesulfonamide (4.0 g, 24 mmoles) in anhydrous THF (80 mL) under dry N2. The solution was stirred for 30 minutes at 0° C. then warmed to room temperature for 30 minutes. It was then cooled back to 0° C. and a solution of 1-bromotridecane (6.4 mL, 25 mmoles) in 10 mL anhydrous THF (distilled from Na--Ph2CO) was added dropwise. The solution was allowed to warm to room temperature overnight, quenched by addition of 1N HCl (6... Reactants: ClC=1C=CC=2C3=C(CN=C(C2N1)C1=CC=C(C=C1)Cl)ON=C3C (8-chloro-6-(4-chlorophenyl)-1-methyl-4H-isoxazolo[5,4-c]pyrido[3,2-e]azepine), BrC=1C(=NC(=CC1)Cl)C(=O)O (3-bromo-6-chloropicolinic acid), ClC=1C=CC=2C3=C(CN=C(C2N1)C1=CC=C(C=C1)Cl)ON=C3C (8-chloro-6-(4-chlorophenyl)-1-methyl-4H-isoxazolo[5,4-c]pyrido[3,2-e]azepine), BrC1=CN=C(C=C1C(=O)O)Cl (5-bromo-2-chloroisonicotinic acid). Yields the product ClC1=CC2=C(C3=C(CN=C2C2=CC=C(C=C2)Cl)ON=C3C)C=N1 (8-Chloro-6-(4-chlorophenyl)-1-methyl-4H-isoxazolo[5,4-c]pyrido[3,4-e]azepine). Reaction SMILES: [Cl:1][C:2]1[CH:3]=[CH:4][C:5]2[C:6]3[C:22]([CH3:23])=[N:21][O:20][C:7]=3[CH2:8][N:9]=[C:10]([C:13]3[CH:18]=[CH:17][C:16]([Cl:19])=[CH:15][CH:14]=3)[C:11]=2[N:12]=1.BrC1C(C(O)=O)=CC(Cl)=NC=1.BrC1C(C(O)=O)=NC(Cl)=CC=1>>[Cl:1][C:2]1[N:12]=[CH:11][C:5]2[C:6]3[C:22]([CH3:23])=[N:21][O:20][C:7]=3[CH2:8][N:9]=[C:10]([C:13]3[CH:14]=[CH:15][C:16]([Cl:19])=[CH:17][CH:18]=3)[C:4]=2[CH:3]=1. Reported procedure: A sequence similar to 8-chloro-6-(4-chlorophenyl)-1-methyl-4H-isoxazolo[5,4-c]pyrido[3,2-e]azepine (Compound 240) was followed, except that 5-bromo-2-chloroisonicotinic acid was used as commercially available starting material instead of 3-bromo-6-chloropicolinic acid. LC/MS m/z 344 [M+H]+; 1H NMR (400 MHz, DMSO-d6) δ 8.93 (d, J=0.80 Hz, 1H), 7.49 (td, J=2.10, 8.70 Hz, 2H), 7.46-7.42 (m, 3H), 4.77 (br. s, 2H), 2.57 (s, 3H). Run in C(C)(=O)O (acetic acid), CCOC(=O)C (EtOAc). Conditions: time 70 minute. Product: BrC=1C=C(C(=NC1)C)N (5-bromo-2-methylpyridin-3-amine). The reagents and catalysts are [Fe] (iron). As a reaction SMILES: [Br:1][C:2]1[CH:3]=[C:4]([N+:9]([O-])=O)[C:5]([CH3:8])=[N:6][CH:7]=1.O.[OH-].[Na+]>C(O)(=O)C.CCOC(C)=O.[Fe]>[Br:1][C:2]1[CH:3]=[C:4]([NH2:9])[C:5]([CH3:8])=[N:6][CH:7]=1 |f:2.3|. Procedure details: 5-bromo-2-methyl-3-nitropyridine (1.808 g, 8.33 mmol) was suspended in glacial acetic acid (16 ml) and water (4 ml) and iron powder (1.411 g, 25.3 mmol) was added in portions over 5 minutes. The reaction was stirred under nitrogen at room temperature for 70 minutes, using a water bath to cool the reaction flask. Then, the reaction was diluted with EtOAc (20 ml) and the suspension was poured into 5 N NaOH (50 ml). The emulsion was filtered through a pad of Celite® (diatomaceous earth), which was ... Reactants: O (water), BrC=1C=C(C(=NC1)C)[N+](=O)[O-] (5-bromo-2-methyl-3-nitropyridine), [OH-].[Na+] (NaOH). Starting materials: C(C=C)N1C2=C(OCC1)C=C(C(=C2)C2=C(C(=NC=1N2N=C(C1)C1=CC(=CC=C1)Br)C)[C@@H](C(=O)OC)OC(C)(C)C)C ((2S)-methyl 2-(7-(4-allyl-7-methyl-3,4-dihydro-2H-benzo[b][1,4]oxazin-6-yl)-2-(3-bromophenyl)-5-methylpyrazolo[1,5-a]pyrimidin-6-yl)-2-(tert-butoxy)acetate), C(CC=C)C1=C(C=CC=C1)B(O)O ((2-(but-3-en-1-yl)phenyl)boronic acid), C(=O)([O-])[O-].[Na+].[Na+] (Na2CO3), N#N (N2). The reagents and catalysts are C=1C=CC(=CC1)[P](C=2C=CC=CC2)(C=3C=CC=CC3)[Pd]([P](C=4C=CC=CC4)(C=5C=CC=CC5)C=6C=CC=CC6)([P](C=7C=CC=CC7)(C=8C=CC=CC8)C=9C=CC=CC9)[P](C=1C=CC=CC1)(C=1C=CC=CC1)C=1C=CC=CC1 (Pd(Ph3P)4). Solvent: CN(C)C=O (DMF). Conditions: temperature 90 celsius. The product is C(C=C)N1C2=C(OCC1)C=C(C(=C2)C2=C(C(=NC=1N2N=C(C1)C=1C=C(C=CC1)C1=C(C=CC=C1)CCC=C)C)[C@@H](C(=O)OC)OC(C)(C)C)C ((2S)-Methyl 2-(7-(4-allyl-7-methyl-3,4-dihydro-2H-benzo[b][1,4]oxazin-6-yl)-2-(2′-(but-3-en-1-yl)-[1,1′-biphenyl]-3-yl)-5-methylpyrazolo[1,5-a]pyrimidin-6-yl)-2-(tert-butoxy)acetate). Reaction SMILES: [CH2:1]([N:4]1[CH2:9][CH2:8][O:7][C:6]2[CH:10]=[C:11]([CH3:41])[C:12]([C:14]3[N:19]4[N:20]=[C:21]([C:23]5[CH:28]=[CH:27][CH:26]=[C:25](Br)[CH:24]=5)[CH:22]=[C:18]4[N:17]=[C:16]([CH3:30])[C:15]=3[C@H:31]([O:36][C:37]([CH3:40])([CH3:39])[CH3:38])[C:32]([O:34][CH3:35])=[O:33])=[CH:13][C:5]1=2)[CH:2]=[CH2:3].[CH2:42]([C:46]1[CH:51]=[CH:50][CH:49]=[CH:48][C:47]=1B(O)O)[CH2:43][CH:44]=[CH2:45].C([O-])([O-])=O.[Na+].[Na+].N#N>CN(C=O)C.C1C=CC([P]([Pd]([P](C2C=CC=CC=2)(C2C=CC=CC=2)C2C=CC=CC=2)([P](C2C=CC=CC=2)(C2C=CC=CC=2)C2C=CC=CC=2)[P](C2C=CC=CC=2)(C2C=CC=CC=2)C2C=CC=CC=2)(C2C=CC=CC=2)C2C=CC=CC=2)=CC=1>[CH2:1]([N:4]1[CH2:9][CH2:8][O:7][C:6]2[CH:10]=[C:11]([CH3:41])[C:12]([C:14]3[N:19]4[N:20]=[C:21]([C:23]5[CH:24]=[C:25]([C:47]6[CH:48]=[CH:49][CH:50]=[CH:51][C:46]=6[CH2:42][CH2:43][CH:44]=[CH2:45])[CH:26]=[CH:27][CH:28]=5)[CH:22]=[C:18]4[N:17]=[C:16]([CH3:30])[C:15]=3[C@H:31]([O:36][C:37]([CH3:40])([CH3:39])[CH3:38])[C:32]([O:34][CH3:35])=[O:33])=[CH:13][C:5]1=2)[CH:2]=[CH2:3] |f:2.3.4,^1:71,73,92,111|. Procedure: A solution of (2S)-methyl 2-(7-(4-allyl-7-methyl-3,4-dihydro-2H-benzo[b][1,4]oxazin-6-yl)-2-(3-bromophenyl)-5-methylpyrazolo[1,5-a]pyrimidin-6-yl)-2-(tert-butoxy)acetate (0.028 g, 0.045 mmol), (2-(but-3-en-1-yl)phenyl)boronic acid (0.016 g, 0.090 mmol) and 2.0 M aq. Na2CO3 (0.056 ml, 0.113 mmol) in dry DMF (2.5 ml) was sparged with N2 for 15 min, then treated with Pd(Ph3P)4 (3.7 mg, 3.2 μmol), sparged for another 5 min, then heated (90° C.) for 16 h. The reaction was cooled, filtered (0.45 μm sy... The reactants are [BH4-], COc1ccc(C=CCCCCOc2ccc(C(=O)c3cccc(C(=O)O)c3)cc2OCC(=O)O)cc1, [Na+], C1COCCO1, O. Yields the product COc1ccc(C=CCCCCOc2ccc(C(O)c3cccc(C(=O)O)c3)cc2OCC(=O)O)cc1. RXN SMILES: [BH4-:38].[C:1](=[O:2])([OH:3])[c:4]1[cH:5][c:6]([C:7](=[O:8])[c:9]2[cH:10][cH:11][c:12]([O:20][CH2:21][CH2:22][CH2:23][CH2:24][CH:25]=[CH:26][c:27]3[cH:28][cH:29][c:30]([O:33][CH3:34])[cH:31][cH:32]3)[c:13]([O:14][CH2:15][C:16](=[O:17])[OH:18])[cH:19]2)[cH:35][cH:36][cH:37]1.[Na+:39].[O:40]1[CH2:41][CH2:42][O:43][CH2:44][CH2:45]1.[OH2:46]>>[C:1](=[O:2])([OH:3])[c:4]1[cH:5][c:6]([CH:7]([OH:8])[c:9]2[cH:10][cH:11][c:12]([O:20][CH2:21][CH2:22][CH2:23][CH2:24][CH:25]=[CH:26][c:27]3[cH:28][cH:29][c:30]([O:33][CH3:34])[cH:31][cH:32]3)[c:13]([O:14][CH2:15][C:16](=[O:17])[OH:18])[cH:19]2)[cH:35][cH:36][cH:37]1. The reactants are ClCCl, CNOC, O=C(Cl)c1cc(Cl)ccc1I, O=C(O)c1cc(Cl)ccc1I, Cl, CN(C)C=O, O=S(Cl)Cl, c1ccncc1. Product: CON(C)C(=O)c1cc(Cl)ccc1I. RXN SMILES: [CH2:38]([Cl:39])[Cl:40].[CH3:28][NH:29][O:30][CH3:31].[Cl:16][c:17]1[cH:18][cH:19][c:20]([I:21])[c:22]([C:24]([Cl:25])=[O:26])[cH:23]1.[Cl:1][c:2]1[cH:3][cH:4][c:5]([I:11])[c:6]([C:7](=[O:8])[OH:9])[cH:10]1.[ClH:27].[O:41]=[CH:42][N:43]([CH3:44])[CH3:45].[S:12]([Cl:13])([Cl:14])=[O:15].[cH:32]1[cH:33][cH:34][n:35][cH:36][cH:37]1>>[Cl:1][c:2]1[cH:3][cH:4][c:5]([I:11])[c:6]([C:7](=[O:8])[N:29]([CH3:28])[O:30][CH3:31])[cH:10]1. Starting materials: C(C)OC(=O)C=1C2=C(N=C(C1)Cl)N(N=C2I)C2OCCCC2 (6-chloro-3-iodo-1-(tetrahydro-pyran-2-yl)-1H-pyrazolo[3,4-b]pyridine-4-carboxylic acid ethyl ester), [OH-].[Na+] (sodium hyroxide), O (Water), Cl (HCl). The solvent is O1CCOCC1 (1,4-dioxane). Run at time 7 hour. Yields the product ClC=1C=C(C2=C(N1)N(N=C2I)C2OCCCC2)C(=O)O (6-chloro-3-iodo-1-(tetrahydro-pyran-2-yl)-1H-pyrazolo[3,4-b]pyridine-4-carboxylic acid). Isolated yield 73.6%. Reaction SMILES: C([O:3][C:4]([C:6]1[C:7]2[C:15]([I:16])=[N:14][N:13]([CH:17]3[CH2:22][CH2:21][CH2:20][CH2:19][O:18]3)[C:8]=2[N:9]=[C:10]([Cl:12])[CH:11]=1)=[O:5])C.[OH-].[Na+].Cl.O>O1CCOCC1>[Cl:12][C:10]1[CH:11]=[C:6]([C:4]([OH:5])=[O:3])[C:7]2[C:15]([I:16])=[N:14][N:13]([CH:17]3[CH2:22][CH2:21][CH2:20][CH2:19][O:18]3)[C:8]=2[N:9]=1 |f:1.2|. Procedure: To a solution of 6-chloro-3-iodo-1-(tetrahydro-pyran-2-yl)-1H-pyrazolo[3,4-b]pyridine-4-carboxylic acid ethyl ester (25 g, 57 mmol) in 1,4-dioxane (200 mL) was added an aqueous sodium hyroxide solution (1M, 180 mL). The reaction mixture was stirred at room temperature for 7 hours and then an aqueous HCl solution (1M, 200 mL) was carefully added. Water (140 mL) was added, and after 5 minutes of stirring the precipitate was filtered, washed with water, cyclohexane and then dried to afford the titl... The reactants are N (Ammonia), ClC1=NC2=C(C(=CC=C2C(=N1)Cl)OC)OC (2,4-dichloro-7,8-dimethoxyquinazoline), pure product. Solvent: O1CCCC1 (tetrahydrofuran). Product: ClC1=NC2=C(C(=CC=C2C(=N1)N)OC)OC (2-Chloro-4-amino-7,8-dimethoxyquinazoline). Reaction SMILES: [NH3:1].[Cl:2][C:3]1[N:12]=[C:11](Cl)[C:10]2[C:5](=[C:6]([O:16][CH3:17])[C:7]([O:14][CH3:15])=[CH:8][CH:9]=2)[N:4]=1>O1CCCC1>[Cl:2][C:3]1[N:12]=[C:11]([NH2:1])[C:10]2[C:5](=[C:6]([O:16][CH3:17])[C:7]([O:14][CH3:15])=[CH:8][CH:9]=2)[N:4]=1. Procedure: Ammonia was passed into a solution of 2,4-dichloro-7,8-dimethoxyquinazoline (287 g., 1.11 moles) in tetrahydrofuran (6 liters) for five hours at room temperature. After stirring an additional hour the suspension was concentrated in vacuo to 2 liters and filtered. The solid was suspended in 2 liters of water, filtered, washed with water and cold methanol. Recrystallization from dimethylformamide/water yielded 164 g. (62%) of pure product, M.P. 300° (dec.).